The task is: describe an organic reaction: reactants, conditions, products, and yield. This data is from the Open Reaction Database (ORD), a public repository of structured organic reaction records. Reactants: BrC1=CC(=C(C(=O)Cl)C=C1)CC (4-bromo-2-ethyl-benzoyl chloride), CN (methylamine). Solvent: C(Cl)Cl (CH2Cl2). Reaction conditions: time 3 hour. Yields the product BrC1=CC(=C(C(=O)NC)C=C1)CC (4-Bromo-2-ethyl-N-methyl-benzamide). As a reaction SMILES: [Br:1][C:2]1[CH:10]=[CH:9][C:5]([C:6](Cl)=[O:7])=[C:4]([CH2:11][CH3:12])[CH:3]=1.[CH3:13][NH2:14]>C(Cl)Cl>[Br:1][C:2]1[CH:10]=[CH:9][C:5]([C:6]([NH:14][CH3:13])=[O:7])=[C:4]([CH2:11][CH3:12])[CH:3]=1. Procedure: To a solution of 4-bromo-2-ethyl-benzoyl chloride (1.00 g, 4.04 mmol) in CH2Cl2 (20 mL) was added methylamine (0.70 mL, 40% solution in water, 8.08 mmol). The mixture was stirred for 3 hours, at which time the volatiles were removed in vacuo. The residue was dissolved in EtOAc, washed with H2O, dried over MgSO4, and concentrated to a brown oil (0.857 g, 88%). 1H NMR (300 MHz, CDCl3): δ 1.21 (t, J=7.4 Hz, 3 H), 2.75 (q, J=7.5 Hz, 2 H), 2.97 (d, J=4.9 Hz, 3 H), 5.74 (s, 1 H), 7.17 (d, J=8.1 Hz, 1 ... The reactants are C1(=CC=CC=C1)S(=O)(=O)N1C(=CC=2C1=NC=CC2)C(=CC2OCCC2)C2=CC=C(C=C2)S(=O)(=O)C (1-benzenesulfonyl-2-[1-(4-methanesulfonyl-phenyl)-2-(tetrahydro-furan-2-yl)-vinyl]-1H-pyrrolo[2,3-b]pyridine), [OH-].[Na+] (sodium hydroxide). The solvent is ClCCl (dichloromethane), C(C)O (ethanol), O1CCCC1 (tetrahydrofuran). Yields the product CS(=O)(=O)C1=CC=C(C=C1)/C(=C/C1OCCC1)/C1=CC=2C(=NC=CC2)N1 ((Z)-2-[1-(4-methanesulfonyl-phenyl)-2-(tetrahydro-furan-2-yl)-vinyl]-1H-pyrrolo[2,3-b]pyridine). Yield: 75.1%. As a reaction SMILES: C1(S([N:10]2[C:14]3=[N:15][CH:16]=[CH:17][CH:18]=[C:13]3[CH:12]=[C:11]2[C:19]([C:26]2[CH:31]=[CH:30][C:29]([S:32]([CH3:35])(=[O:34])=[O:33])=[CH:28][CH:27]=2)=[CH:20][CH:21]2[CH2:25][CH2:24][CH2:23][O:22]2)(=O)=O)C=CC=CC=1.[OH-].[Na+]>C(O)C.O1CCCC1.ClCCl>[CH3:35][S:32]([C:29]1[CH:28]=[CH:27][C:26](/[C:19](/[C:11]2[NH:10][C:14]3=[N:15][CH:16]=[CH:17][CH:18]=[C:13]3[CH:12]=2)=[CH:20]/[CH:21]2[CH2:25][CH2:24][CH2:23][O:22]2)=[CH:31][CH:30]=1)(=[O:33])=[O:34] |f:1.2|. Reported procedure: A mixture of 1-benzenesulfonyl-2-[1-(4-methanesulfonyl-phenyl)-2-(tetrahydro-furan-2-yl)-vinyl]-1H-pyrrolo[2,3-b]pyridine (0.24 g, 0.47 mmol) in ethanol (2 mL), tetrahydrofuran (2 mL) and an aqueous sodium hydroxide solution (10%, 1 mL) was heated at 50° C. for 2 h. The mixture diluted with dichloromethane (50 mL), washed with water, dried over anhydrous sodium sulfate and then concentrated in vacuo. Purification using a Waters automated flash system (column: Xterra 30 mm×100 mm, sample manager ... Starting materials: CCCC(=O)OC(C)c1nccc(N2CCN(c3nc4cccnc4o3)CC2)n1, Cl, [Na+], C1COCCO1, [OH-]. Yields the product CC(O)c1nccc(N2CCN(c3nc4cccnc4o3)CC2)n1. Reaction SMILES: [C:1](=[O:2])([CH2:3][CH2:4][CH3:5])[O:6][CH:7]([CH3:8])[c:9]1[n:10][cH:11][cH:12][c:13]([N:15]2[CH2:16][CH2:17][N:18]([c:21]3[o:22][c:23]4[n:24][cH:25][cH:26][cH:27][c:28]4[n:29]3)[CH2:19][CH2:20]2)[n:14]1.[ClH:30].[Na+:32].[O:33]1[CH2:34][CH2:35][O:36][CH2:37][CH2:38]1.[OH-:31]>>[OH:6][CH:7]([CH3:8])[c:9]1[n:10][cH:11][cH:12][c:13]([N:15]2[CH2:16][CH2:17][N:18]([c:21]3[o:22][c:23]4[n:24][cH:25][cH:26][cH:27][c:28]4[n:29]3)[CH2:19][CH2:20]2)[n:14]1. Procedure: 3′-Amino-2′-hydroxy-biphenyl-3-carboxylic acid hydrobromide 1f (150 mg, 0.5 mmol) was dissolved in hydrochloric acid (1.7 mL, 1 mol/L) upon cooling by an ice-water bath, followed by dropwise addition of 0.6 mL of aqueous sodium nitrite (38 mg, 0.55 mmol). After the mixture was reacted for 20 minutes, 2-(2,2-dimethyl-indan-5-yl)-5-methyl-2,4-dihydro-pyrazol-3-one 45d (109 mg, 0.45 mmol) was added. The mixture was adjusted to pH 8˜9 with saturated aqueous sodium bicarbonate. Then the generated bub... Starting materials: C([O-])(O)=O.[Na+] (sodium bicarbonate), Br.NC=1C(=C(C=CC1)C1=CC(=CC=C1)C(=O)O)O (3′-amino-2′-hydroxy-biphenyl-3-carboxylic acid hydrobromide), CC1(CC2=CC=C(C=C2C1)N1N=C(CC1=O)C)C (2-(2,2-dimethyl-indan-5-yl)-5-methyl-2,4-dihydro-pyrazol-3-one), N(=O)[O-].[Na+] (sodium nitrite). Solvent: Cl (hydrochloric acid). Isolated yield 7.4%. Reaction SMILES: Br.[NH2:2][C:3]1[C:4]([OH:18])=[C:5]([C:9]2[CH:14]=[CH:13][CH:12]=[C:11]([C:15]([OH:17])=[O:16])[CH:10]=2)[CH:6]=[CH:7][CH:8]=1.[N:19]([O-])=O.[Na+].[CH3:23][C:24]1([CH3:40])[CH2:32][C:31]2[C:26](=[CH:27][CH:28]=[C:29]([N:33]3[C:37](=[O:38])[CH2:36][C:35]([CH3:39])=[N:34]3)[CH:30]=2)[CH2:25]1.C(=O)(O)[O-].[Na+]>Cl>[CH3:23][C:24]1([CH3:40])[CH2:32][C:31]2[C:26](=[CH:27][CH:28]=[C:29]([N:33]3[C:37](=[O:38])[C:36](=[N:19][NH:2][C:3]4[C:4]([OH:18])=[C:5]([C:9]5[CH:14]=[CH:13][CH:12]=[C:11]([C:15]([OH:17])=[O:16])[CH:10]=5)[CH:6]=[CH:7][CH:8]=4)[C:35]([CH3:39])=[N:34]3)[CH:30]=2)[CH2:25]1 |f:0.1,2.3,5.6|. Product: CC1(CC2=CC=C(C=C2C1)N1N=C(C(C1=O)=NNC=1C(=C(C=CC1)C1=CC(=CC=C1)C(=O)O)O)C)C (3′-{N′-[1-(2,2-dimethyl-indan-5-yl)-3-methyl-5-oxo-1,5-dihydro-pyrazol-4-ylidene]-hydrazino}-2′-hydroxy-biphenyl-3-carboxylic acid). Reactants: COC=1C=C(C#N)C=C(C1OC)[N+](=O)[O-] (3,4-dimethoxy-5-nitro-benzonitrile), [Cl-].[NH4+] (ammonium chloride), [N-]=[N+]=[N-].[Na+] (sodium azide), [Cl-].[NH4+] (ammonium chloride), [N-]=[N+]=[N-].[Na+] (sodium azide). The solvent is CN(C=O)C (dimethylformamide). Reaction conditions: time 31 hour. The product is COC1=C(C(=CC(=C1)C1=NN=NN1)[N+](=O)[O-])O (2-methoxy-6-nitro-4-(1H-tetrazol-5-yl)phenol). As a reaction SMILES: [CH3:1][O:2][C:3]1[CH:4]=[C:5]([CH:8]=[C:9]([N+:13]([O-:15])=[O:14])[C:10]=1[O:11]C)[C:6]#[N:7].[Cl-].[NH4+].[N-:18]=[N+:19]=[N-:20].[Na+]>CN(C)C=O>[CH3:1][O:2][C:3]1[CH:4]=[C:5]([C:6]2[NH:20][N:19]=[N:18][N:7]=2)[CH:8]=[C:9]([N+:13]([O-:15])=[O:14])[C:10]=1[OH:11] |f:1.2,3.4|. Procedure details: 4.0 g of 3,4-dimethoxy-5-nitro-benzonitrile are dissolved in 50 ml of dimethylformamide, whereupon the solution is treated with 1.66 g of ammonium chloride and 2.02 g of sodium azide and stirred at 125° for 31 hours. After in each case 8 and 15 hours the same amounts of ammonium chloride and sodium azide are added thereto. After cooling the mixture is poured on to ice. The separated precipitate is filtered under suction, washed with water and dried. There is obtained 2-methoxy-6-nitro-4-(1H-tetr... Reactants: BrB(Br)Br, COc1ccc(C(=O)N2CCOc3cnccc32)cc1Br. The product is O=C(c1ccc(O)c(Br)c1)N1CCOc2cnccc21. As a reaction SMILES: [B:22]([Br:23])([Br:24])[Br:25].[Br:1][c:2]1[cH:3][c:4]([C:10](=[O:11])[N:12]2[c:13]3[c:14]([cH:18][n:19][cH:20][cH:21]3)[O:15][CH2:16][CH2:17]2)[cH:5][cH:6][c:7]1[O:8][CH3:9]>>[Br:1][c:2]1[cH:3][c:4]([C:10](=[O:11])[N:12]2[c:13]3[c:14]([cH:18][n:19][cH:20][cH:21]3)[O:15][CH2:16][CH2:17]2)[cH:5][cH:6][c:7]1[OH:8]. The reactants are Cl.NC1=C(C=C(C=C1)O)Cl (4-amino-3-chlorophenol hydrochloride), ClC(=O)OCC1=CC=CC=C1 (benzyl chloroformate). The solvent is N1=CC=CC=C1 (pyridine). Reaction conditions: time 8 hour. The product is ClC1=C(C=CC(=C1)O)NC(OCC1=CC=CC=C1)=O (benzyl (2-chloro-4-hydroxyphenyl)carbamate). RXN SMILES: Cl.[NH2:2][C:3]1[CH:8]=[CH:7][C:6]([OH:9])=[CH:5][C:4]=1[Cl:10].Cl[C:12]([O:14][CH2:15][C:16]1[CH:21]=[CH:20][CH:19]=[CH:18][CH:17]=1)=[O:13]>N1C=CC=CC=1>[Cl:10][C:4]1[CH:5]=[C:6]([OH:9])[CH:7]=[CH:8][C:3]=1[NH:2][C:12](=[O:13])[O:14][CH2:15][C:16]1[CH:21]=[CH:20][CH:19]=[CH:18][CH:17]=1 |f:0.1|. Procedure: To a solution of 4-amino-3-chlorophenol hydrochloride (3.00 g) in pyridine (20.0 mL) were added benzyl chloroformate (2.62 mL) under ice-cooling, followed by stirring at room temperature overnight. The reaction mixture was concentrated under reduced pressure, and then the residue was purified by silica gel column chromatography (hexane-ethyl acetate) to obtain benzyl (2-chloro-4-hydroxyphenyl)carbamate (1.59 g).